Dataset: the Open Reaction Database (ORD), a public repository of structured organic reaction records. Task: describe an organic reaction: reactants, conditions, products, and yield Reactants: C[Mg]Br (Methylmagnesium bromide), BrC1=C2N=C(C(=NC2=CC=C1)C=O)NC(C)(C)C (5-bromo-3-(tert-butylamino)quinoxaline-2-carbaldehyde), O (Water). Run in hexanes, C1CCOC1 (THF). Reaction conditions: temperature 0 celsius, time 5 minute. Yields the product BrC1=C2N=C(C(=NC2=CC=C1)C(C)O)NC(C)(C)C (1-(5-bromo-3-(tert-butylamino)quinoxalin-2-yl)ethanol). Isolated yield 92.2%. RXN SMILES: [CH3:1][Mg]Br.[Br:4][C:5]1[CH:14]=[CH:13][CH:12]=[C:11]2[C:6]=1[N:7]=[C:8]([NH:17][C:18]([CH3:21])([CH3:20])[CH3:19])[C:9]([CH:15]=[O:16])=[N:10]2.O>C1COCC1>[Br:4][C:5]1[CH:14]=[CH:13][CH:12]=[C:11]2[C:6]=1[N:7]=[C:8]([NH:17][C:18]([CH3:21])([CH3:20])[CH3:19])[C:9]([CH:15]([OH:16])[CH3:1])=[N:10]2. Procedure details: Methylmagnesium bromide (Aldrich) (3.0M in Et2O; 2.23 mL, 6.70 mmol) was added to a solution of 5-bromo-3-(tert-butylamino)quinoxaline-2-carbaldehyde (306a) (983.0 mg, 3.19 mmol) in THF (15.0 mL) at 0° C., and the resulting solution was stirred at 0° C. for 5 min. Water (5 mL) was added, and the resulting mixture was partitioned between saturated aq. NaHCO3 (80 mL) and EtOAc (120 mL). The organic layer was separated and sequentially washed with brine (60 mL), dried over Na2SO4, filtered, and con... Reactants: N(=[N+]=[N-])C(C(=O)OCC)CCI (ethyl 2-azido-4-iodobutanoate), C(C)(C)(C)OC([C@@H](N)C)=O (L-alanine tert-butyl ester), Intermediate 33. Yields the product N(=[N+]=[N-])C1C(N(CC1)[C@H](C(=O)OC(C)(C)C)C)=O (tert-Butyl (2S)-2-(3-azido-2-oxopyrrolidin-1-yl)propanoate). RXN SMILES: [N:1]([CH:4]([CH2:10][CH2:11]I)[C:5](OCC)=[O:6])=[N+:2]=[N-:3].[C:13]([O:17][C:18](=[O:22])[C@H:19]([CH3:21])[NH2:20])([CH3:16])([CH3:15])[CH3:14]>>[N:1]([CH:4]1[CH2:10][CH2:11][N:20]([C@@H:19]([CH3:21])[C:18]([O:17][C:13]([CH3:16])([CH3:15])[CH3:14])=[O:22])[C:5]1=[O:6])=[N+:2]=[N-:3]. Procedure details: Using ethyl 2-azido-4-iodobutanoate and L-alanine tert-butyl ester, and the procedure described for Intermediate 33, the title compound was prepared as a mixture of two diastereoisomers.